This data is from the Open Reaction Database (ORD), a public repository of structured organic reaction records. The task is: describe an organic reaction: reactants, conditions, products, and yield Reactants: C(CCl)Cl (EDC), C=1C=CC2=C(C1)N=NN2O (HOBt), FC1=CC=C(N)C=C1 (4-fluoroaniline), C(C1=CC=C(C(=O)[O-])C=C1)(=O)OC (mono-methyl terephthalate). The solvent is CN(C)C=O (DMF), O (water). Reaction conditions: time 72 hour. Yields the product FC1=CC=C(C=C1)NC(=O)C1=CC=C(C(=O)OC)C=C1 (methyl 4-(4-fluorophenylcarbamoyl)benzoate). The yield is 98.9%. Reaction SMILES: [C:1]([O:12][CH3:13])(=[O:11])[C:2]1[CH:10]=[CH:9][C:5]([C:6]([O-:8])=O)=[CH:4][CH:3]=1.C(Cl)CCl.C1C=CC2N(O)N=NC=2C=1.[F:28][C:29]1[CH:35]=[CH:34][C:32]([NH2:33])=[CH:31][CH:30]=1>CN(C=O)C.O>[F:28][C:29]1[CH:35]=[CH:34][C:32]([NH:33][C:6]([C:5]2[CH:4]=[CH:3][C:2]([C:1]([O:12][CH3:13])=[O:11])=[CH:10][CH:9]=2)=[O:8])=[CH:31][CH:30]=1. Procedure details: To a suspension of mono-methyl terephthalate (2.0 g, 11.1 mmol) in DMF (10 mL) was added EDC (2.48 g, 13.3 mmol), HOBt (1.80 g, 13.3 mmol), and 4-fluoroaniline (1.48 g, 13.3 mmol). The reaction was stirred at room temperature for 72 h. The reaction was diluted with water (80 mL) and isolated methyl 4-(4-fluorophenylcarbamoyl)benzoate (3.00 g, 98%) as a white precipitate by vacuum filtration. 1H-nmr (400 MHz, CDCl3) δ 8.18 (d, J=8 Hz, 2H), 7.95 (d, J=8 Hz, 2H), 7.82 (br s, 1H), 7.66-7.59 (m, 2H),... The reactants are [H-].[Na+] (sodium hydride), C(C1=CC=CC=C1)(=O)C1=CC=CC=C1 (benzophenone), CS(=O)C (dimethylsulfoxide), [Br-].C(=O)(O)CCCCCC[P+](C1=CC=CC=C1)(C1=CC=CC=C1)C1=CC=CC=C1 ((6-carboxyhexyl)triphenylphosphonium bromide). Solvent: O1CCCC1 (tetrahydrofuran). Yields the product C1(=CC=CC=C1)C(=CCCCCCC(=O)O)C1=CC=CC=C1 (8,8-diphenyl-7-octenoic acid). Isolated yield 70.5%. RXN SMILES: [H-].[Na+].CS(C)=O.[Br-].[C:8]([CH2:11][CH2:12][CH2:13][CH2:14][CH2:15][CH2:16][P+](C1C=CC=CC=1)(C1C=CC=CC=1)C1C=CC=CC=1)([OH:10])=[O:9].[C:36]([C:44]1[CH:49]=[CH:48][CH:47]=[CH:46][CH:45]=1)(=O)[C:37]1[CH:42]=[CH:41][CH:40]=[CH:39][CH:38]=1>O1CCCC1>[C:37]1([C:36]([C:44]2[CH:49]=[CH:48][CH:47]=[CH:46][CH:45]=2)=[CH:16][CH2:15][CH2:14][CH2:13][CH2:12][CH2:11][C:8]([OH:10])=[O:9])[CH:42]=[CH:41][CH:40]=[CH:39][CH:38]=1 |f:0.1,3.4|. Procedure: The reaction was carried out as in Example 87 using the following reagents: sodium hydride (56% dispersion in oil; 8.36 g); dimethylsulfoxide (100 mL), (6-carboxyhexyl)triphenylphosphonium bromide (37.7 g), benzophenone (17.5 g); and tetrahydrofuran (100 mL). The crude product, isolated in the usual way, was recrystallized from hexane (200 mL) to yield 16.6 g of 8,8-diphenyl-7-octenoic acid, mp 88°-89° C. Anal. Calculated for C20H22O2 : C, 81.60; H, 7.53. Found: C, 81.34; H, 7.25. Starting materials: N(=NC(=O)OC(C)(C)C)C(=O)OC(C)(C)C (di-tert-butyl azodicarboxylate), BrC1=NC=C(C=C1)O (2-bromo-5-hydroxypyridine), FC(CCO)(F)F (3,3,3-trifluoro-1-propanol), C1(=CC=CC=C1)P(C1=CC=CC=C1)C1=CC=CC=C1 (triphenylphosphine). Run in C1CCOC1 (THF). Reaction conditions: temperature 60 celsius, time 3 hour. Product: BrC1=NC=C(C=C1)OCCC(F)(F)F (2-Bromo-5-(3,3,3-trifluoro-propoxy)-pyridine). Reaction SMILES: [Br:1][C:2]1[CH:7]=[CH:6][C:5]([OH:8])=[CH:4][N:3]=1.[F:9][C:10]([F:15])([F:14])[CH2:11][CH2:12]O.C1(P(C2C=CC=CC=2)C2C=CC=CC=2)C=CC=CC=1.N(C(OC(C)(C)C)=O)=NC(OC(C)(C)C)=O>C1COCC1>[Br:1][C:2]1[CH:7]=[CH:6][C:5]([O:8][CH2:12][CH2:11][C:10]([F:15])([F:14])[F:9])=[CH:4][N:3]=1. Procedure details: 1.00 g (5.75 mmol) 2-bromo-5-hydroxypyridine, 0.66 g (5.75 mmol) 3,3,3-trifluoro-1-propanol and 1.51 g (5.75 mmol) triphenylphosphine are added to 50 mL THF. Then 1.32 g (5.75 mmol) di-tert-butyl azodicarboxylate are added and the reaction mixture is stirred at 60° C. for 3 h. The solvent is removed in vacuo and the crude product is purified by column chromatography (silica gel, PE/EtOAc). Starting materials: NC1=CC=C2C(=NN(C2=C1)COCC[Si](C)(C)C)C1=NC2=C(N1COCC[Si](C)(C)C)C=CC=C2 (6-amino-1-[2-(trimethyl-silanyl)-ethoxymethyl]-3-{1-[2-(trimethyl-silanyl)-ethoxymethyl]-1-H-benzoimidazol-2-yl}-1-H-indazole), Cl (HCl), [N+](=O)([O-])[O-].[Na+] (Sodium nitrate), [I-].[K+] (potassium iodide). The reagents and catalysts are II (Iodine). The solvent is C(C)(=O)O (acetic acid), O (H2O), O (H2O), O (H2O), O (H2O), O (H2O). Reaction conditions: temperature 0 celsius. Yields the product IC1=CC=C2C(=NN(C2=C1)COCC[Si](C)(C)C)C1=NC2=C(N1COCC[Si](C)(C)C)C=CC=C2 (6-iodo-1-[2-(trimethyl-silanyl)-ethoxymethyl]-3-{1-[2-(trimethyl-silanyl)-ethoxymethyl]-1-H-benzoimidazol-2-yl}-1-H-indazole). Yield: 52.0%. Reaction SMILES: N[C:2]1[CH:10]=[C:9]2[C:5]([C:6]([C:19]3[N:23]([CH2:24][O:25][CH2:26][CH2:27][Si:28]([CH3:31])([CH3:30])[CH3:29])[C:22]4[CH:32]=[CH:33][CH:34]=[CH:35][C:21]=4[N:20]=3)=[N:7][N:8]2[CH2:11][O:12][CH2:13][CH2:14][Si:15]([CH3:18])([CH3:17])[CH3:16])=[CH:4][CH:3]=1.Cl.[N+]([O-])([O-])=O.[Na+].[I-:42].[K+]>C(O)(=O)C.O.II>[I:42][C:2]1[CH:10]=[C:9]2[C:5]([C:6]([C:19]3[N:23]([CH2:24][O:25][CH2:26][CH2:27][Si:28]([CH3:31])([CH3:30])[CH3:29])[C:22]4[CH:32]=[CH:33][CH:34]=[CH:35][C:21]=4[N:20]=3)=[N:7][N:8]2[CH2:11][O:12][CH2:13][CH2:14][Si:15]([CH3:18])([CH3:17])[CH3:16])=[CH:4][CH:3]=1 |f:2.3,4.5|. Reported procedure: A solution of 6-amino-1-[2-(trimethyl-silanyl)-ethoxymethyl]-3-{1-[2-(trimethyl-silanyl)-ethoxymethyl]-1-H-benzoimidazol-2-yl}-1-H-indazole (500 mg, 0.98 mmol) in acetic acid (1.5 mL) was diluted with H2O (1.0 mL) and stirred at 0° C. Concentrated HCl (250 μL, ˜3 mmol) in H2O (250 μL) was added. Sodium nitrate (90 mg, 1.3 mmol) in H2O (300 μL) was added, and the reaction stirred for 8 min. Iodine (10 mg) and a solution of potassium iodide (250 mg, 1.3 mmol) in H2O (250 μL) were added, and the fr... The reactants are Cl (hydrochloric acid), [Cl-].[Al+3].[Cl-].[Cl-] (aluminium chloride), ice, C(CCCC)(=O)Cl (valeryl chloride), ClC1=CC=CC=C1 (chlorobenzene). Yields the product ClC(CCC(=O)C1=CC=CC=C1)C (4-chloro-valerophenone). Reaction SMILES: [C:1](Cl)(=[O:6])[CH2:2][CH2:3][CH2:4][CH3:5].[Cl-:8].[Al+3].[Cl-].[Cl-].Cl.Cl[C:14]1[CH:19]=[CH:18][CH:17]=[CH:16][CH:15]=1>>[Cl:8][CH:4]([CH3:5])[CH2:3][CH2:2][C:1]([C:14]1[CH:19]=[CH:18][CH:17]=[CH:16][CH:15]=1)=[O:6] |f:1.2.3.4|. Procedure details: A mixture of 346 ml of chlorobenzene and 120 g of valeryl chloride is treated, at room temperature, in the course of 1 hour with portions of aluminium chloride and the mixture is at the same time heated to 70°. The mixture is stirred for a further hour at this temperature and then cooled to 25° and the dark red reaction mixture is poured on to 1,000 g of ice. Concentrated hydrochloric acid is added and the mixture is then extracted with ethyl acetate. The organic extract is washed with 2 N hydro...